From a dataset of the Open Reaction Database (ORD), a public repository of structured organic reaction records. describe an organic reaction: reactants, conditions, products, and yield Reactants: N(C1=CC=CC=C1)C=1C=C2C(C(=O)OC2=O)=CC1NC1=CC=CC=C1 (4,5-bis(anilino)phthalic anhydride), C(=O)N (formamide), O (water). The product is N(C1=CC=CC=C1)C=1C=C2C(C(=O)NC2=O)=CC1NC1=CC=CC=C1 (4,5-Bis(anilino)phthalimide). RXN SMILES: [NH:1]([C:8]1[CH:9]=[C:10]2[C:15](=[O:16])[O:14][C:12](=O)[C:11]2=[CH:17][C:18]=1[NH:19][C:20]1[CH:25]=[CH:24][CH:23]=[CH:22][CH:21]=1)[C:2]1[CH:7]=[CH:6][CH:5]=[CH:4][CH:3]=1.O.C([NH2:29])=O>>[NH:1]([C:8]1[CH:9]=[C:10]2[C:15](=[O:16])[NH:29][C:12](=[O:14])[C:11]2=[CH:17][C:18]=1[NH:19][C:20]1[CH:25]=[CH:24][CH:23]=[CH:22][CH:21]=1)[C:2]1[CH:7]=[CH:6][CH:5]=[CH:4][CH:3]=1. Procedure details: A suspension of 21.9 g (66.3 mmol) of 4,5-bis(anilino)phthalic anhydride in 60 ml of formamide under argon atmosphere is heated at 125°-130° for 5 hours. The reaction mixture is cooled to 70°, and 250 ml of water are slowly added. This mixture is cooled to 0° for 30 minutes, and the reddish crystals are filtered off, washed with water and dried. Recrystallization from DMF/water yields the title compound in the form of orange crystals, m.p. 205°-207° C., FAB-MS: 330 [M+ +H]. Starting materials: C1(=CC=CC=C1)P(C1=CC=CC=C1)C1=CC=CC=C1 (triphenylphosphine), C(C)OP(OCC)(=O)C(C1=CC=CC=C1)O (α-hydroxybenzyl-phosphonic acid diethyl ester), N1=CC=CC=C1 (pyridine), BrBr (bromine). Run in C(Cl)Cl (methylene chloride), C(Cl)Cl (methylene chloride), C(Cl)Cl (methylene chloride), C(Cl)Cl (methylene chloride). Conditions: time 1 hour. Product: C(C)OP(OCC)(=O)C(C1=CC=CC=C1)Br (α-bromobenzylphosphonic acid diethyl ester). The yield is 72.9%. As a reaction SMILES: [Br:1]Br.C1(P(C2C=CC=CC=2)C2C=CC=CC=2)C=CC=CC=1.[CH2:22]([O:24][P:25]([CH:30](O)[C:31]1[CH:36]=[CH:35][CH:34]=[CH:33][CH:32]=1)(=[O:29])[O:26][CH2:27][CH3:28])[CH3:23].N1C=CC=CC=1>C(Cl)Cl>[CH2:22]([O:24][P:25]([CH:30]([Br:1])[C:31]1[CH:36]=[CH:35][CH:34]=[CH:33][CH:32]=1)(=[O:29])[O:26][CH2:27][CH3:28])[CH3:23]. Procedure details: 90 g of bromine, dissolved in 250 ml of methylene chloride, were added dropwise to a solution of 131 g (0.5 mole) of triphenylphosphine in 500 ml of methylene chloride at 30° to 35° C., moisture being excluded. The mixture was subsequently stirred at room temperature for 1 hour, a solution of 122 g (0.5 mole) of α-hydroxybenzyl-phosphonic acid diethyl ester in 250 ml of methylene chloride was then added dropwise at -20° C. in the course of 1 hour, the mixture was subsequently stirred at -20° C. ... Reactants: C(C)(C)(C)OC(=O)NCCOC=1C=C(C(=O)O)C=CC1 (3-(2-(tert-butoxycarbonylamino)ethoxy)benzoic acid), C1(CCCCC1)N (cyclohexylamine), CCN=C=NCCCN(C)C (EDCI), C=1C=CC2=C(C1)N=NN2O (HOBT), CCN(C(C)C)C(C)C (DIPEA). Run in CN(C)C=O (DMF). Conditions: time 18 hour. Product: C1(CCCCC1)NC(=O)C=1C=C(OCCNC(OC(C)(C)C)=O)C=CC1 (tert-butyl 2-(3-(cyclohexylcarbamoyl)phenoxy)ethylcarbamate). As a reaction SMILES: [C:1]([O:5][C:6]([NH:8][CH2:9][CH2:10][O:11][C:12]1[CH:13]=[C:14]([CH:18]=[CH:19][CH:20]=1)[C:15]([OH:17])=O)=[O:7])([CH3:4])([CH3:3])[CH3:2].[CH:21]1([NH2:27])[CH2:26][CH2:25][CH2:24][CH2:23][CH2:22]1.CCN=C=NCCCN(C)C.C1C=CC2N(O)N=NC=2C=1.CCN(C(C)C)C(C)C>CN(C=O)C>[CH:21]1([NH:27][C:15]([C:14]2[CH:13]=[C:12]([CH:20]=[CH:19][CH:18]=2)[O:11][CH2:10][CH2:9][NH:8][C:6](=[O:7])[O:5][C:1]([CH3:2])([CH3:3])[CH3:4])=[O:17])[CH2:26][CH2:25][CH2:24][CH2:23][CH2:22]1. Procedure: To a solution of 3-(2-(tert-butoxycarbonylamino)ethoxy)benzoic acid (0.73 g, 2.98 mmol), cyclohexylamine (0.34 ml, 2.98 mmol), EDCI (0.7 g, 3.58 mmol) and HOBT (0.49 g, 3.58 mmol) in DMF was added DIPEA (1.0 ml, 5.57 mmol). The resulting mixture was stirred at room temperature for 18 h, concentrated, and partitioned between ethyl acetate and water. The organic layer was dried over Na2SO4 and concentrated under reduced pressure. Purification by flash chromatography (30 to 65% EtOAc-hexanes gradie... The reactants are CC(=O)N1CCNCC1, O=C(O)CCc1ccc(-c2ccc(OC(F)(F)F)cc2)s1, CN(C)C=O. Product: CC(=O)N1CCN(C(=O)CCc2ccc(-c3ccc(OC(F)(F)F)cc3)s2)CC1. As a reaction SMILES: [C:22]([CH3:23])(=[O:24])[N:25]1[CH2:26][CH2:27][NH:28][CH2:29][CH2:30]1.[F:1][C:2]([O:3][c:4]1[cH:5][cH:6][c:7](-[c:10]2[cH:11][cH:12][c:13]([CH2:15][CH2:16][C:17](=[O:18])[OH:19])[s:14]2)[cH:8][cH:9]1)([F:20])[F:21].[O:31]=[CH:32][N:33]([CH3:34])[CH3:35]>>[F:1][C:2]([O:3][c:4]1[cH:5][cH:6][c:7](-[c:10]2[cH:11][cH:12][c:13]([CH2:15][CH2:16][C:17](=[O:19])[N:28]3[CH2:27][CH2:26][N:25]([C:22]([CH3:23])=[O:24])[CH2:30][CH2:29]3)[s:14]2)[cH:8][cH:9]1)([F:20])[F:21]. Starting materials: Cc1ccc(Oc2ccc([N+](=O)[O-])cc2)cc1NC(=O)c1cccc(C(C)(C)C#N)c1, CCO, [Ca+2], [Cl-], [Cl-], [Fe]. Yields the product Cc1ccc(Oc2ccc(N)cc2)cc1NC(=O)c1cccc(C(C)(C)C#N)c1. Reaction SMILES: [C:1](#[N:2])[C:3]([CH3:4])([CH3:5])[c:6]1[cH:7][c:8]([C:9](=[O:10])[NH:11][c:12]2[c:13]([CH3:28])[cH:14][cH:15][c:16]([O:18][c:19]3[cH:20][cH:21][c:22]([N+:25]([O-:26])=[O:27])[cH:23][cH:24]3)[cH:17]2)[cH:29][cH:30][cH:31]1.[CH3:35][CH2:36][OH:37].[Ca+2:34].[Cl-:32].[Cl-:33].[Fe:38]>>[C:1](#[N:2])[C:3]([CH3:4])([CH3:5])[c:6]1[cH:7][c:8]([C:9](=[O:10])[NH:11][c:12]2[c:13]([CH3:28])[cH:14][cH:15][c:16]([O:18][c:19]3[cH:20][cH:21][c:22]([NH2:25])[cH:23][cH:24]3)[cH:17]2)[cH:29][cH:30][cH:31]1.